This data is from the Open Reaction Database (ORD), a public repository of structured organic reaction records. The task is: describe an organic reaction: reactants, conditions, products, and yield Reactants: C1(CC1)C1=NC2=C(N1C)C=C(C=C2)N2C(C=C(C=C2)O)=O (1-(2-cyclopropyl-1-methyl-1H-benzimidazol-6-yl)-4-hydroxypyridin-2(1H)-one), ClC=1C=C(SC1)CO (4-chlorothiophen-2-methanol), C(CCC)P(CCCC)CCCC (tributylphosphine), N(=NC(=O)N1CCCCC1)C(=O)N1CCCCC1 (1,1′-(azodicarbonyl)dipiperidine). Run in C1CCOC1 (THF). Conditions: temperature 60 celsius, time 4 hour. Product: ClC=1C=C(SC1)COC1=CC(N(C=C1)C=1C=CC2=C(N(C(=N2)C2CC2)C)C1)=O (4-((4-Chlorothiophen-2-yl)methoxy)-1-(2-cyclopropyl-1-methyl-1H-benzimidazol-6-yl)pyridin-2(1H)-one). Yield: 24.1%. RXN SMILES: [CH:1]1([C:4]2[N:8]([CH3:9])[C:7]3[CH:10]=[C:11]([N:14]4[CH:19]=[CH:18][C:17]([OH:20])=[CH:16][C:15]4=[O:21])[CH:12]=[CH:13][C:6]=3[N:5]=2)[CH2:3][CH2:2]1.[Cl:22][C:23]1[CH:24]=[C:25]([CH2:28]O)[S:26][CH:27]=1.C(P(CCCC)CCCC)CCC.N(C(N1CCCCC1)=O)=NC(N1CCCCC1)=O>C1COCC1>[Cl:22][C:23]1[CH:24]=[C:25]([CH2:28][O:20][C:17]2[CH:18]=[CH:19][N:14]([C:11]3[CH:12]=[CH:13][C:6]4[N:5]=[C:4]([CH:1]5[CH2:2][CH2:3]5)[N:8]([CH3:9])[C:7]=4[CH:10]=3)[C:15](=[O:21])[CH:16]=2)[S:26][CH:27]=1. Reported procedure: To a solution of 1-(2-cyclopropyl-1-methyl-1H-benzimidazol-6-yl)-4-hydroxypyridin-2(1H)-one (150 mg), 4-chlorothiophen-2-methanol (158 mg) and tributylphosphine (322 mg) in THF (15 ml) was added 1,1′-(azodicarbonyl)dipiperidine (401 mg). The mixture was stirred at 60° C. for 4 h. The reaction mixture was concentrated in vacuo, and diluted with DCM. The organic layer was washed with water and brine successively, dried over Na2SO4, concentrated in vacuo and purified by column chromatography, (MeOH... The reactants are COC(=O)c1ccc(COc2ccc(-c3ccccc3)cc2)o1, [Li+], C1CCOC1, [OH-], O, O. Yields the product O=C(O)c1ccc(COc2ccc(-c3ccccc3)cc2)o1. RXN SMILES: [CH3:4][O:5][C:6](=[O:7])[c:8]1[o:9][c:10]([CH2:13][O:14][c:15]2[cH:16][cH:17][c:18](-[c:21]3[cH:22][cH:23][cH:24][cH:25][cH:26]3)[cH:19][cH:20]2)[cH:11][cH:12]1.[Li+:3].[O:28]1[CH2:29][CH2:30][CH2:31][CH2:32]1.[OH-:2].[OH2:1].[OH2:27]>>[O:5]=[C:6]([OH:7])[c:8]1[o:9][c:10]([CH2:13][O:14][c:15]2[cH:16][cH:17][c:18](-[c:21]3[cH:22][cH:23][cH:24][cH:25][cH:26]3)[cH:19][cH:20]2)[cH:11][cH:12]1. The reactants are Cc1ccccc1NC(=O)CCl, CN(C)C=O, Clc1cccnc1C1=CCNCC1, [Na+], [Na+], O=C([O-])[O-], O. The product is Cc1ccccc1NC(=O)CN1CC=C(c2ncccc2Cl)CC1. As a reaction SMILES: [CH3:14][c:15]1[c:16]([NH:21][C:22]([CH2:23][Cl:24])=[O:25])[cH:17][cH:18][cH:19][cH:20]1.[CH3:33][N:34]([CH3:35])[CH:36]=[O:37].[Cl:1][c:2]1[c:3]([C:8]2=[CH:13][CH2:12][NH:11][CH2:10][CH2:9]2)[n:4][cH:5][cH:6][cH:7]1.[Na+:26].[Na+:27].[O-:28][C:29](=[O:30])[O-:31].[OH2:32]>>[Cl:1][c:2]1[c:3]([C:8]2=[CH:13][CH2:12][N:11]([CH2:23][C:22]([NH:21][c:16]3[c:15]([CH3:14])[cH:20][cH:19][cH:18][cH:17]3)=[O:25])[CH2:10][CH2:9]2)[n:4][cH:5][cH:6][cH:7]1.